From a dataset of the Open Reaction Database (ORD), a public repository of structured organic reaction records. describe an organic reaction: reactants, conditions, products, and yield Reactants: CC(=O)O, O=C(O)c1ccc2c(c1)Sc1ccc([N+](=O)[O-])cc1C=C2, OO. Yields the product O=C(O)c1ccc2c(c1)S(=O)c1ccc([N+](=O)[O-])cc1C=C2. Reaction SMILES: [CH3:24][C:25](=[O:26])[OH:27].[N+:1](=[O:2])([O-:3])[c:4]1[cH:5][cH:6][c:7]2[c:8]([cH:21]1)[CH:9]=[CH:10][c:11]1[c:12]([cH:14][c:15]([C:18](=[O:19])[OH:20])[cH:16][cH:17]1)[S:13]2.[OH:22][OH:23]>>[N+:1](=[O:2])([O-:3])[c:4]1[cH:5][cH:6][c:7]2[c:8]([cH:21]1)[CH:9]=[CH:10][c:11]1[c:12]([cH:14][c:15]([C:18](=[O:19])[OH:20])[cH:16][cH:17]1)[S:13]2=[O:22]. Starting materials: [H-].[Na+] (sodium hydride), C=CCC(CC=C)O (1,6-heptadien-4-ol), BrCCCCCCCCCCBr (1,10-dibromodecane). The solvent is C1CCOC1 (THF), C1CCOC1 (THF), C1CCOC1 (THF). Run at time 13 hour. The product is BrCCCCCCCCCCOC(CC=C)CC=C (4-(10-bromodecyloxy)-1,6-heptadiene). The yield is 25.7%. As a reaction SMILES: [H-].[Na+].[CH2:3]=[CH:4][CH2:5][CH:6]([OH:10])[CH2:7][CH:8]=[CH2:9].[Br:11][CH2:12][CH2:13][CH2:14][CH2:15][CH2:16][CH2:17][CH2:18][CH2:19][CH2:20][CH2:21]Br>C1COCC1>[Br:11][CH2:12][CH2:13][CH2:14][CH2:15][CH2:16][CH2:17][CH2:18][CH2:19][CH2:20][CH2:21][O:10][CH:6]([CH2:7][CH:8]=[CH2:9])[CH2:5][CH:4]=[CH2:3] |f:0.1|. Reported procedure: 8.9 g of 60% sodium hydride was suspended in 100 ml of THF, and 25 g of 1,6-heptadien-4-ol dissolved in 50 ml of THF was dropped therein in an atmosphere of argon. 94 g of 1,10-dibromodecane dissolved in 50 ml of THF was further dropped therein, and reflux was carried out for 13 hours in an atmosphere of argon. After the generated precipitate was filtered off, the solvent was evaporated, and the residue was purified by silica gel column chromatography, to obtain 19 g of the compound (4). (Yield:... Starting materials: ice water, Cl (hydrochloric acid), CC1=C(C=CC2=C1C=C(O2)C(=O)O)C (4,5-dimethylbenzofuran-2-carboxylic acid), C(CCCC)(=O)Cl (valeryl chloride), [Cl-].[Al+3].[Cl-].[Cl-] (aluminum chloride). Solvent: C(Cl)Cl (methylene chloride). Conditions: temperature 5 celsius, time 2 day. Product: CC1=C(C(=CC2=C1C=C(O2)C(=O)O)C(CCCC)=O)C (4,5-dimethyl-6-valerylbenzofuran-2-carboxylic acid). Reaction SMILES: [CH3:1][C:2]1[C:7]2[CH:8]=[C:9]([C:11]([OH:13])=[O:12])[O:10][C:6]=2[CH:5]=[CH:4][C:3]=1[CH3:14].[C:15](Cl)(=[O:20])[CH2:16][CH2:17][CH2:18][CH3:19].[Cl-].[Al+3].[Cl-].[Cl-].Cl>C(Cl)Cl>[CH3:1][C:2]1[C:7]2[CH:8]=[C:9]([C:11]([OH:13])=[O:12])[O:10][C:6]=2[CH:5]=[C:4]([C:15](=[O:20])[CH2:16][CH2:17][CH2:18][CH3:19])[C:3]=1[CH3:14] |f:2.3.4.5|. Procedure details: A stirred suspension of 4,5-dimethylbenzofuran-2-carboxylic acid (18 g.) and valeryl chloride (15 g.) in methylene chloride (300 ml.) is cooled to 5°C. and treated with aluminum chloride (40 g.) in portions during a 1/2 hour period during which time the suspended reactant dissolves. The reaction mixture is stirred at 25° for 2 days then poured into ice water (500 ml.) containing hydrochloric acid (50 ml.). The product (21 g.) separates from the biphasic solution, is filtered and recrystallized f...